Dataset: the Open Reaction Database (ORD), a public repository of structured organic reaction records. Task: describe an organic reaction: reactants, conditions, products, and yield Starting materials: C(C)OCC(=O)O (ethoxyacetic acid), CN(C)C1=NC=CC=C1 (dimethylaminopyridine), C1(CCCCC1)N=C=NC1CCCCC1 (dicyclohexylcarbodiimide), CC1(C=2C=CC(=CC2C(CC1)(C)C)N)C (5,5,8,8-Tetramethyl-5,6,7,8-Tetrahydro-Naphthalen-2-Ylamine). Run in ClCCl (dichloromethane), O (water). Run at temperature 0 celsius, time 2 hour. Yields the product C(C)OCC(=O)NC1=CC=2C(CCC(C2C=C1)(C)C)(C)C (2-ethoxy-N-(5,5,8,8-tetramethyl-5,6,7,8-tetrahydro-naphthalen-2-yl)-acetamide). Isolated yield 95.0%. Reaction SMILES: [CH3:1][C:2]1([CH3:15])[CH2:11][CH2:10][C:9]([CH3:13])([CH3:12])[C:8]2[CH:7]=[C:6]([NH2:14])[CH:5]=[CH:4][C:3]1=2.[CH2:16]([O:18][CH2:19][C:20](O)=[O:21])[CH3:17].CN(C1C=CC=CN=1)C.C1(N=C=NC2CCCCC2)CCCCC1>ClCCl.O>[CH2:16]([O:18][CH2:19][C:20]([NH:14][C:6]1[CH:5]=[CH:4][C:3]2[C:2]([CH3:15])([CH3:1])[CH2:11][CH2:10][C:9]([CH3:13])([CH3:12])[C:8]=2[CH:7]=1)=[O:21])[CH3:17]. Procedure: A solution of 5,5,8,8-tetramethyl-5,6,7,8-tetrahydro-naphthalen-2-ylamine (1) (0.5 g, 2.46 mmole) in 25 mL of dichloromethane was cooled to 0° C. and was successively treated with ethoxyacetic acid (0.26 mL, 1.1 eq.), dimethylaminopyridine (30 mg, 0.1 eq.) and dicyclohexylcarbodiimide (560 mg, 1.1 eq.). The reaction mixture was stirred at 0° C. for two hours then at room temperature for two hours, diluted with 25 mL water and extracted with three 25 mL portions of ethyl acetate. The combined org... As a reaction SMILES: [B:11]([F:12])([O-:13])[O-:14].[B:15]([F:16])([O-:17])[O-:18].[B:1]([F:2])([O-:4])[O:5][N:3]=[O:6].[B:7]([F:8])([O-:9])[O-:10].[CH3:49][C:50]#[N:51].[CH:19]([CH3:20])([CH3:21])[c:22]1[cH:23][cH:24][c:25]([CH:28]2[C:29]3([O:30][c:31]4[c:32]2[c:33]([CH3:39])[cH:34][c:35]([CH3:38])[c:36]4[CH3:37])[CH2:40][CH2:41][N:42]([CH3:45])[CH2:43][CH2:44]3)[cH:26][cH:27]1.[Na+:48].[OH-:47].[OH2:46]>>[NH2:3][c:34]1[c:33]([CH3:39])[c:32]2[c:31]([c:36]([CH3:37])[c:35]1[CH3:38])[O:30][C:29]1([CH:28]2[c:25]2[cH:24][cH:23][c:22]([CH:19]([CH3:20])[CH3:21])[cH:27][cH:26]2)[CH2:40][CH2:41][N:42]([CH3:45])[CH2:43][CH2:44]1. Yields the product Cc1c(C)c2c(c(C)c1N)C(c1ccc(C(C)C)cc1)C1(CCN(C)CC1)O2. Starting materials: [O-]B([O-])F, [O-]B([O-])F, O=NOB([O-])F, [O-]B([O-])F, CC#N, Cc1cc(C)c2c(c1C)OC1(CCN(C)CC1)C2c1ccc(C(C)C)cc1, [Na+], [OH-], O. Starting materials: ClC(F)(F)F.ClC(C(F)(F)F)(F)F (Monochlorotrifluoromethane Monochloropentafluoroethane), FC(F)F.ClC(C(F)(F)F)(F)F (Trifluoromethane Monochloropentafluoroethane), ClC(C(F)(F)F)(Cl)Cl.C(C(F)(F)Cl)(F)(F)Cl (Trichlorotrifluoroethane Dichlorotetrafluoroethane), ClC(F)F.FC(F)F (Monochlorodifluoromethane Trifluoromethane), ClC(F)F.C(C(F)(F)Cl)(F)(F)Cl (Monochlorodifluoromethane Dichlorotetrafluoroethane), C(C(F)(F)Cl)(F)(F)Cl.ClC(C(F)(F)F)(F)F (Dichlorotetrafluoroethane Monochloropentafluoroethane). Product: ClC(F)(F)F.ClC(F)F (Monochlorotrifluoromethane Monochlorodifluoromethane). As a reaction SMILES: [Cl:1][C:2]([F:5])([F:4])[F:3].ClC(F)(F)C(F)(F)F.ClC(F)F.FC(F)F.ClC(F)F.C(Cl)(F)(F)C(Cl)(F)F.FC(F)F.ClC(F)(F)C(F)(F)F.ClC(Cl)(Cl)C(F)(F)F.C(Cl)(F)(F)C(Cl)(F)F.C(Cl)(F)(F)C(Cl)(F)F.ClC(F)(F)C(F)(F)F>>[Cl:1][C:2]([F:5])([F:4])[F:3].[Cl:1][CH:2]([F:4])[F:3] |f:0.1,2.3,4.5,6.7,8.9,10.11,12.13|. Procedure: Monochlorotrifluoromethane/Monochloropentafluoroethane; Monochlorodifluoromethane/Trifluoromethane; Monochlorodifluoromethane/Dichlorotetrafluoroethane; Trifluoromethane/Monochloropentafluoroethane; Trichlorotrifluoroethane/Dichlorotetrafluoroethane; Dichlorotetrafluoroethane/Monochloropentafluoroethane. Reactants: Brc1csc(Br)c1, Cc1cc(-c2ccc(C(F)(F)F)cc2)cc(I)n1. Product: Cc1cc(-c2ccc(C(F)(F)F)cc2)cc(-c2cc(Br)cs2)n1. As a reaction SMILES: [Br:19][c:20]1[s:21][cH:22][c:23]([Br:25])[cH:24]1.[I:1][c:2]1[n:3][c:4]([CH3:18])[cH:5][c:6](-[c:8]2[cH:9][cH:10][c:11]([C:14]([F:15])([F:16])[F:17])[cH:12][cH:13]2)[cH:7]1>>[c:2]1(-[c:20]2[s:21][cH:22][c:23]([Br:25])[cH:24]2)[n:3][c:4]([CH3:18])[cH:5][c:6](-[c:8]2[cH:9][cH:10][c:11]([C:14]([F:15])([F:16])[F:17])[cH:12][cH:13]2)[cH:7]1. The reactants are ClCC1=C(C=CC=C1C)N=C=O (2-chloromethyl-1-isocyanato-3-methylbenzene), OCC1=NC=CC=C1 (2-hydroxymethylpyridine). The solvent is ClCCl (dichloromethane). Product: ClCC1=C(C=CC=C1C)NC(OCC1=NC=CC=C1)=O (2-Pyridinylmethyl (2-chloromethyl-3-methylphenyl)carbamate). Reaction SMILES: [Cl:1][CH2:2][C:3]1[C:8]([CH3:9])=[CH:7][CH:6]=[CH:5][C:4]=1[N:10]=[C:11]=[O:12].[OH:13][CH2:14][C:15]1[CH:20]=[CH:19][CH:18]=[CH:17][N:16]=1>ClCCl>[Cl:1][CH2:2][C:3]1[C:8]([CH3:9])=[CH:7][CH:6]=[CH:5][C:4]=1[NH:10][C:11](=[O:12])[O:13][CH2:14][C:15]1[CH:20]=[CH:19][CH:18]=[CH:17][N:16]=1. Reported procedure: A solution of 2-chloromethyl-1-isocyanato-3-methylbenzene (2.5 g) and 2-hydroxymethylpyridine (1.5 g) in dichloromethane (25 ml) is stirred at RT for 16 h. By concentration on a rotary evaporator (bath temperature 22° C.) and subsequent chromatography on silica gel (eluent: dichloromethane/methanol 13:1), a solution of the title compound is obtained which is concentrated (not crystallization, but decomposition) on a rotary evaporator. (bath temperature 22° C.). The crude product of the title com... The reactants are CC1=C(C(=CC=C1)C)B(O)O (2,6-dimethylphenylboronic acid), C1CC(=O)N(C1=O)Br (NBS), CC(C)(C#N)N=NC(C)(C)C#N (AIBN). Solvent: C(Cl)(Cl)(Cl)Cl (CCl4). Yields the product BrCC1=C(C(=CC=C1)C)B(O)O (2-(bromomethyl)-6-methylphenylboronic acid). Reaction SMILES: [CH3:1][C:2]1[CH:7]=[CH:6][CH:5]=[C:4]([CH3:8])[C:3]=1[B:9]([OH:11])[OH:10].C1C(=O)N([Br:19])C(=O)C1.CC(N=NC(C#N)(C)C)(C#N)C>C(Cl)(Cl)(Cl)Cl>[Br:19][CH2:1][C:2]1[CH:7]=[CH:6][CH:5]=[C:4]([CH3:8])[C:3]=1[B:9]([OH:10])[OH:11]. Reported procedure: 2,6-dimethylphenylboronic acid (2.22 g, 14.8 mmol), NBS (1.31 g, 7.36 mmol, 0.5 eq) and AIBN (0.17 g, 1.0 mmol. 0.07 eq) were heated in refluxing CCl4 for 2 hours. The solution was allowed to cool then filtered. The solution was then washed with water (50 mL), dried over Na2SO4 and the solvent evaporated in vacuo. The resulting white powder (1.66 g) was ˜84% pure by HPLC and contained starting material and some di-brominated product. Column chromatography on silica gel 60 (elution conditions 0%-... Starting materials: C(C)(=O)OC(C)=O (Acetic anhydride), C(C1=CC=CC=C1)OC1=C(C=C2C(=CN=NC2=C1)NC1=C(C=C(C(=C1)O)Cl)F)OC (7-benzyloxy-4-(4-chloro-2-fluoro-5-hydroxyanilino)-6-methoxycinnoline). Reagents/catalysts: CN(C1=CC=NC=C1)C (4-dimethylaminopyridine). The solvent is N1=CC=CC=C1 (pyridine). Run at temperature 110 celsius. Product: C(C)(=O)OC=1C(=CC(=C(NC2=CN=NC3=CC(=C(C=C23)OC)OCC2=CC=CC=C2)C1)F)Cl (4-(5-acetoxy-4-chloro-2-fluoroanilino)-7-benzyloxy-6-methoxycinnoline), hydrochloride salt. Yield: 94.0%. As a reaction SMILES: [C:1]([O:4][C:5](=[O:7])[CH3:6])(=O)[CH3:2].[CH2:8]([O:15][C:16]1[CH:25]=[C:24]2[C:19]([C:20]([NH:26][C:27]3C=C(O)[C:30]([Cl:34])=[CH:29][C:28]=3[F:35])=[CH:21][N:22]=[N:23]2)=[CH:18][C:17]=1[O:36][CH3:37])[C:9]1[CH:14]=[CH:13][CH:12]=[CH:11][CH:10]=1>CN(C)C1C=CN=CC=1.N1C=CC=CC=1>[C:5]([O:4][C:1]1[C:30]([Cl:34])=[CH:29][C:28]([F:35])=[C:27]([CH:2]=1)[NH:26][C:20]1[C:19]2[C:24](=[CH:25][C:16]([O:15][CH2:8][C:9]3[CH:10]=[CH:11][CH:12]=[CH:13][CH:14]=3)=[C:17]([O:36][CH3:37])[CH:18]=2)[N:23]=[N:22][CH:21]=1)(=[O:7])[CH3:6]. Procedure: Acetic anhydride (920 μl, 9.7 mmol) and 4-dimethylaminopyridine (80 mg, 0.65 mmol) were added to a suspension of 7-benzyloxy-4-(4-chloro-2-fluoro-5-hydroxyanilino)-6-methoxycinnoline (3 g, 6.5 mmol), (prepared as described in Example 6), in pyridine (50 ml). After heating at 110° C. for 25 minutes, the solid was filtered off, washed with water and ether and dried under vacuum. The solid was suspended in 2M ethereal hydrogen chloride and the volatiles removed by evaporation to give 4-(5-acetoxy-4...